This data is from the Open Reaction Database (ORD), a public repository of structured organic reaction records. The task is: describe an organic reaction: reactants, conditions, products, and yield Starting materials: C[Si](C)(C)c2ccc1cc(OC)ccc1c2 (substrate), [Li]c1ccccc1 (effective_coupling_partner). Reagents/catalysts: SIMes. Reaction conditions: temperature 25 celsius, time 12 hour. The product is C[Si](C)(C)c3ccc2cc(c1ccccc1)ccc2c3.